Task: describe an organic reaction: reactants, conditions, products, and yield. Dataset: the Open Reaction Database (ORD), a public repository of structured organic reaction records Reaction SMILES: [CH2:1]([C:8]1[CH:23]=[CH:22][C:11]([O:12][CH2:13][CH2:14][NH:15][C:16]([CH2:18][CH:19]2[CH2:21][CH2:20]2)=O)=[C:10]([Cl:24])[CH:9]=1)[C:2]1[CH:7]=[CH:6][CH:5]=[CH:4][CH:3]=1.COC1C=CC(P2(SP(C3C=CC(OC)=CC=3)(=S)S2)=[S:34])=CC=1>C1(C)C=CC=CC=1>[CH2:1]([C:8]1[CH:23]=[CH:22][C:11]([O:12][CH2:13][CH2:14][NH:15][C:16](=[S:34])[CH2:18][CH:19]2[CH2:21][CH2:20]2)=[C:10]([Cl:24])[CH:9]=1)[C:2]1[CH:7]=[CH:6][CH:5]=[CH:4][CH:3]=1. Reaction conditions: time 20 minute. The reactants are C(C1=CC=CC=C1)C1=CC(=C(OCCNC(=O)CC2CC2)C=C1)Cl (N-[2-(4-benzyl-2-chlorophenoxy)ethyl]-cyclopropane carboxyamide), COC=1C=CC(=CC1)P2(=S)SP(=S)(S2)C=3C=CC(=CC3)OC (Lawesson's reagent). The solvent is C1(=CC=CC=C1)C (toluene). The product is C(C1=CC=CC=C1)C1=CC(=C(OCCNC(CC2CC2)=S)C=C1)Cl (N-[2-(4-benzyl-2-chlorophenoxy)ethyl]-cyclopropane thiocarboxyamide). Reported procedure: A mixture of 500 mg (1.52 mmol) of N-[2-(4-benzyl-2-chlorophenoxy)ethyl]-cyclopropane carboxyamide, 614 mg (1.52 mmol) of a Lawesson's reagent and 20 ml of anhydrous toluene was refluxed by heating with stirring. After 20 minutes, the reaction mixture was cooled and concentrated under reduced pressure. The residue was subjected to silica gel chromatography to give 487 mg of N-[2-(4-benzyl-2-chlorophenoxy)ethyl]-cyclopropane thiocarboxyamide as a colorless oily substance nD23.6 1.6041). After one... The yield is 89.0%. Reactants: CC(C)(C)OC(=O)N1CCC(Oc2ccc(CCO)cc2)CC1, ClCCl. The product is CC(C)(C)OC(=O)N1CCC(Oc2ccc(CC=O)cc2)CC1. Reaction SMILES: [C:1]([CH3:2])([CH3:3])([CH3:4])[O:5][C:6](=[O:7])[N:8]1[CH2:9][CH2:10][CH:11]([O:14][c:15]2[cH:16][cH:17][c:18]([CH2:21][CH2:22][OH:23])[cH:19][cH:20]2)[CH2:12][CH2:13]1.[Cl:24][CH2:25][Cl:26]>>[C:1]([CH3:2])([CH3:3])([CH3:4])[O:5][C:6](=[O:7])[N:8]1[CH2:9][CH2:10][CH:11]([O:14][c:15]2[cH:16][cH:17][c:18]([CH2:21][CH:22]=[O:23])[cH:19][cH:20]2)[CH2:12][CH2:13]1. Starting materials: CCOC(=O)c1ccc(N)cc1, CC(=O)c1ccccc1, O, c1ccccc1. The product is CCOC(=O)c1ccc(N=C(C)c2ccccc2)cc1. RXN SMILES: [CH2:10]([CH3:11])[O:12][C:13]([c:14]1[cH:15][cH:16][c:17]([NH2:20])[cH:18][cH:19]1)=[O:21].[CH3:1][C:2](=[O:3])[c:4]1[cH:5][cH:6][cH:7][cH:8][cH:9]1.[OH2:28].[cH:22]1[cH:23][cH:24][cH:25][cH:26][cH:27]1>>[CH3:1][C:2]([c:4]1[cH:5][cH:6][cH:7][cH:8][cH:9]1)=[N:20][c:17]1[cH:16][cH:15][c:14]([C:13]([O:12][CH2:10][CH3:11])=[O:21])[cH:19][cH:18]1. The reactants are O1C(=NN=C1)C1=CC2=C(N=CN2)C=C1 (5-(1,3,4-oxadiazol-2-yl)benzimidazole), FC=1C=C(CN)C=CC1F (3,4-difluorobenzylamine). Yields the product FC=1C=C(CN2C(=NN=C2)C2=CC3=C(NC=N3)C=C2)C=CC1F (5-(4-(3,4-Difluorobenzyl)-4H-1,2,4-triazol-3-yl)-1H-benzo[d]imidazole). RXN SMILES: O1[CH:5]=[N:4][N:3]=[C:2]1[C:6]1[CH:14]=[CH:13][C:9]2[N:10]=[CH:11][NH:12][C:8]=2[CH:7]=1.[F:15][C:16]1[CH:17]=[C:18]([CH:21]=[CH:22][C:23]=1[F:24])[CH2:19][NH2:20]>>[F:15][C:16]1[CH:17]=[C:18]([CH:21]=[CH:22][C:23]=1[F:24])[CH2:19][N:20]1[CH:5]=[N:4][N:3]=[C:2]1[C:6]1[CH:14]=[CH:13][C:9]2[NH:10][CH:11]=[N:12][C:8]=2[CH:7]=1. Procedure: The compound was synthesized starting from 5-(1,3,4-oxadiazol-2-yl)benzimidazole (186 mg, 1 mmol) and 3,4-difluorobenzylamine (0.5 ml) as described above; yield: 0.049 g (15.8%); MS m/z: 312.2 [M+H]+; 1H-NMR (DMSO d6, 400 MHz): δ 5.36 (s, 2H); 6.81-6.84 (m, 1H); 7.13-7.19 (m, 1H); 7.29-7.36 (m, 1H); 7.59 (dd, 1H, 4J=1.7 Hz, 3J=8.7 Hz); 7.82 (d, 1H, 3J=8.7 Hz); 7.88 (d, 1H, 4J=1.7 Hz); 8.77 (s, 1H); 9.03 (s, 1H); HPLC (METHOD [A]): it 8.82 min (95.6%) Starting materials: C1CCOC1, ClCCl, CC(=O)O, Fc1ccccc1C12COC(C(F)(F)F)C1CON2, [NH4+], [OH-], O, [Zn]. The product is NC1(c2ccccc2F)COC(C(F)(F)F)C1CO. RXN SMILES: [CH2:27]1[O:28][CH2:29][CH2:30][CH2:31]1.[CH2:33]([Cl:34])[Cl:35].[CH3:2][C:3](=[O:4])[OH:5].[F:6][c:7]1[c:8]([C:13]23[NH:14][O:15][CH2:16][CH:17]2[CH:18]([C:21]([F:22])([F:23])[F:24])[O:19][CH2:20]3)[cH:9][cH:10][cH:11][cH:12]1.[NH4+:26].[OH-:25].[OH2:1].[Zn:32]>>[F:6][c:7]1[c:8]([C:13]2([NH2:14])[CH:17]([CH2:16][OH:15])[CH:18]([C:21]([F:22])([F:23])[F:24])[O:19][CH2:20]2)[cH:9][cH:10][cH:11][cH:12]1.